Task: describe an organic reaction: reactants, conditions, products, and yield. Dataset: the Open Reaction Database (ORD), a public repository of structured organic reaction records Starting materials: NC1=C(C=CC(=C1)OCC1=CC=C(C=C1)OC)SC1=CC=C(C=C1)O (4-[2-Amino-4-(4-methoxy-benzyloxy)-phenylsulfanyl]-phenol), NC1=C(C=CC(=C1)OCC1=CC(=CC=C1)OC)SC1=CC=C(C=C1)O (4-[2-Amino-4-(3-methoxy-benzyloxy)-phenylsulfanyl]-phenol), C(#N)C=1C(=NC(=CC1)C)N=CN(C)C (N′-(3-Cyano-6-methyl-pyridin-2-yl)-N,N-dimethyl-formamidine), NC1=C(C=CC(=C1)OCC1=CC(=CC=C1)OC)SC1=CC=C(C=C1)O (4-[2-Amino-4-(3-methoxy-benzyloxy)-phenylsulfanyl]-phenol). Reaction SMILES: [NH2:1][C:2]1[CH:7]=[C:6]([O:8][CH2:9][C:10]2[CH:15]=[CH:14][CH:13]=[C:12]([O:16][CH3:17])[CH:11]=2)[CH:5]=[CH:4][C:3]=1[S:18][C:19]1[CH:24]=[CH:23][C:22]([OH:25])=[CH:21][CH:20]=1.C([C:28]1[C:29]([N:35]=[CH:36][N:37]([CH3:39])C)=[N:30][C:31]([CH3:34])=[CH:32][CH:33]=1)#N.NC1C=C(OCC2C=CC(OC)=CC=2)C=CC=1SC1C=CC(O)=CC=1>>[CH3:17][O:16][C:12]1[CH:11]=[C:10]([CH:15]=[CH:14][CH:13]=1)[CH2:9][O:8][C:6]1[CH:5]=[CH:4][C:3]([S:18][C:19]2[CH:20]=[CH:21][C:22]([OH:25])=[CH:23][CH:24]=2)=[C:2]([NH:1][C:39]2[C:28]3[CH:33]=[CH:32][C:31]([CH3:34])=[N:30][C:29]=3[N:35]=[CH:36][N:37]=2)[CH:7]=1. Yields the product COC=1C=C(COC2=CC(=C(C=C2)SC2=CC=C(C=C2)O)NC=2C3=C(N=CN2)N=C(C=C3)C)C=CC1 (4-[4-(3-Methoxy-benzyloxy)-2-(7-methyl-pyrido[2,3-d]pyrimidin-4-ylamino)-phenylsulfanyl]-phenol). Procedure details: The product of Example 31A was reacted with the product of Example 10B using the procedure of Example 10F substituting the product of Example 31A for the product of Example 10E to provide a solid which was triturated with methanol to provide the title compound (24 mg, 26%). 1H NMR (300 MHz, DMSO-D6) δ ppm 9.93 (s, 1H), 9.63 (s, 1H), 8.71 (d, J=8.09 Hz, 1H), 8.55 (s, 1H), 7.53 (d, J=8.09 Hz, 1H), 7.26-7.35 (m, 2H), 7.15 (d, J=8.46 Hz, 1H), 7.07-7.13 (m, 2H), 6.98-7.04 (m, J=5.15 Hz, 2H), 6.96 (s,... Isolated yield 26.0%. Reactants: FC([C@@H]1CC[C@H](CC1)NC(C1=C(C(=C(C(=C1)[N+](=O)[O-])NC)F)N1C[C@@H](CC1)F)=O)(F)F ((R)—N-(trans-4-trifluoromethyl-cyclohexyl)-2-[3-fluoro-pyrrolidinyl]-3-fluoro-4-methylamino-5-nitro-benzoic acid amide), CO (MeOH). Reagents/catalysts: [Pd] (Pd/C). Solvent: C1CCOC1 (THF). The product is FC([C@@H]1CC[C@H](CC1)NC(C1=C(C(=C(C(=C1)N)NC)F)N1C[C@@H](CC1)F)=O)(F)F ((R)—N-(trans-4-Trifluoromethyl-cyclohexyl)-2-[3-fluoro-pyrrolidinyl]-3-fluoro-4-methylamino-5-amino-benzoic acid amide). RXN SMILES: [F:1][C:2]([F:31])([F:30])[C@H:3]1[CH2:8][CH2:7][C@H:6]([NH:9][C:10](=[O:29])[C:11]2[CH:16]=[C:15]([N+:17]([O-])=O)[C:14]([NH:20][CH3:21])=[C:13]([F:22])[C:12]=2[N:23]2[CH2:27][CH2:26][C@@H:25]([F:28])[CH2:24]2)[CH2:5][CH2:4]1.CO>[Pd].C1COCC1>[F:31][C:2]([F:1])([F:30])[C@H:3]1[CH2:8][CH2:7][C@H:6]([NH:9][C:10](=[O:29])[C:11]2[CH:16]=[C:15]([NH2:17])[C:14]([NH:20][CH3:21])=[C:13]([F:22])[C:12]=2[N:23]2[CH2:27][CH2:26][C@@H:25]([F:28])[CH2:24]2)[CH2:5][CH2:4]1. Reported procedure: The sub-title compound is prepared in analogy to procedure 6b from (R)—N-(trans-4-trifluoromethyl-cyclohexyl)-2-[3-fluoro-pyrrolidinyl]-3-fluoro-4-methylamino-5-nitro-benzoic acid amide (230 mg, 0.51 mmol), Pd/C (20 mg), MeOH (15 mL), THF (5 mL) and 3 bar H2-atmosphere. Yield: 215 mg. Reactants: C(C=C)(=O)N (Acrylamide), CC(C(=O)[O-])=O (methylglyoxylate), C1=CC=CC=2SC3=CC=CC=C3NC12 (phenothiazine). Run in CC(=O)C (acetone). The product is C(C=C)(=O)NC(C(=O)OC)O (Methyl acrylamidoglycolate). As a reaction SMILES: [C:1]([NH2:5])(=[O:4])[CH:2]=[CH2:3].C[C:7](=[O:11])[C:8]([O-:10])=[O:9].[CH:12]1C2NC3C(=CC=CC=3)SC=2C=CC=1>CC(C)=O>[C:1]([NH:5][CH:7]([OH:11])[C:8]([O:10][CH3:12])=[O:9])(=[O:4])[CH:2]=[CH2:3]. Reported procedure: Acrylamide (141.7 parts), methylglyoxylate (144 parts), acetone (1200 ml) and phenothiazine (0.05 parts) were mixed and heated to reflux for 6 hours. After filtration and crystallization 180 parts MAG were received as confirmed by chemical analysis. The reactants are C(C)OC(=O)C=1N(C2=CC=C(C=C2C1Cl)B1OC(C(O1)(C)C)(C)C)C1=CC=C(C=C1)OC(C)C (3-chloro-1-(4-isopropoxyphenyl)-5-(4,4,5,5-tetramethyl[1,3,2]dioxaborolan-2-yl)-1H-indole-2-carboxylic acid ethyl ester), BrC=1C=CC(=NC1)OC1CCCC1 (5-bromo-2-cyclopentoxypyridine), ester. The product is ClC1=C(N(C2=CC=C(C=C12)C=1C=NC(=CC1)OC1CCCC1)C1=CC=C(C=C1)OC(C)C)C(=O)O (3-Chloro-5-(6-cyclopentoxypyrid-3-yl)-1-(4-isopropoxyphenyl)-1H-indole-2-carboxylic acid). RXN SMILES: C([O:3][C:4]([C:6]1[N:7]([C:25]2[CH:30]=[CH:29][C:28]([O:31][CH:32]([CH3:34])[CH3:33])=[CH:27][CH:26]=2)[C:8]2[C:13]([C:14]=1[Cl:15])=[CH:12][C:11](B1OC(C)(C)C(C)(C)O1)=[CH:10][CH:9]=2)=[O:5])C.Br[C:36]1[CH:37]=[CH:38][C:39]([O:42][CH:43]2[CH2:47][CH2:46][CH2:45][CH2:44]2)=[N:40][CH:41]=1>>[Cl:15][C:14]1[C:13]2[C:8](=[CH:9][CH:10]=[C:11]([C:36]3[CH:41]=[N:40][C:39]([O:42][CH:43]4[CH2:47][CH2:46][CH2:45][CH2:44]4)=[CH:38][CH:37]=3)[CH:12]=2)[N:7]([C:25]2[CH:30]=[CH:29][C:28]([O:31][CH:32]([CH3:33])[CH3:34])=[CH:27][CH:26]=2)[C:6]=1[C:4]([OH:3])=[O:5]. Reported procedure: The title compound was prepared in accordance with Example 8(b) from 3-chloro-1-(4-isopropoxyphenyl)-5-(4,4,5,5-tetramethyl[1,3,2]dioxaborolan-2-yl)-1H-indole-2-carboxylic acid ethyl ester (see Example 35(c)) and 5-bromo-2-cyclopentoxypyridine (see Example 36(b)), followed by ester hydrolysis in accordance with Example 1(c). Starting materials: CC1=C(C(=C2C(=N1)SC1=C2CCCC1)C1=CC=C(C=C1)OC(F)(F)F)CC(=O)OC (methyl [2-methyl-4-(4-trifluoromethoxyphenyl)-5,6,7,8-tetrahydro[1]benzothieno[2,3-b]pyridin-3-yl]acetate), [Li+].C[Si](C)(C)[N-][Si](C)(C)C (LHMDS), C1CCOC1 (THF), ICCC (1-iodopropane). The solvent is CN(C)C=O (DMF). The product is CC1=C(C(=C2C(=N1)SC1=C2CCCC1)C1=CC=C(C=C1)OC(F)(F)F)C(C(=O)OC)CCC (Methyl 2-[2-methyl-4-(4-trifluoromethoxyphenyl)-5,6,7,8-tetrahydro[1]benzothieno[2,3-b]pyridin-3-yl]pentanoate). Yield: 72.8%. As a reaction SMILES: [CH3:1][C:2]1[N:7]=[C:6]2[S:8][C:9]3[CH2:14][CH2:13][CH2:12][CH2:11][C:10]=3[C:5]2=[C:4]([C:15]2[CH:20]=[CH:19][C:18]([O:21][C:22]([F:25])([F:24])[F:23])=[CH:17][CH:16]=2)[C:3]=1[CH2:26][C:27]([O:29][CH3:30])=[O:28].[Li+].C[Si]([N-][Si](C)(C)C)(C)C.[CH2:41]1[CH2:45]OC[CH2:42]1.ICCC>CN(C=O)C>[CH3:1][C:2]1[N:7]=[C:6]2[S:8][C:9]3[CH2:14][CH2:13][CH2:12][CH2:11][C:10]=3[C:5]2=[C:4]([C:15]2[CH:20]=[CH:19][C:18]([O:21][C:22]([F:24])([F:25])[F:23])=[CH:17][CH:16]=2)[C:3]=1[CH:26]([CH2:42][CH2:41][CH3:45])[C:27]([O:29][CH3:30])=[O:28] |f:1.2|. Procedure details: This compound was prepared according to the procedure C from methyl [2-methyl-4-(4-trifluoromethoxyphenyl)-5,6,7,8-tetrahydro[1]benzothieno[2,3-b]pyridin-3-yl]acetate (0.340 g; 0.78 mmol), LHMDS 1N in THF (1.17 mL; 1.17 mmol), 1-iodopropane (0.152 mL; 1.56 mmol) in DMF (3.9 mL) for 18 h. Purification by flash chromatography on silica gel using a gradient of ethyl acetate (3-40%) in heptane furnished 0.271 g (73%) of the title compound as a yellow oil. Starting materials: CP(O)(=O)C (dimethylphosphinic acid), solution, [OH-].C(CCC)[N+](CCCC)(CCCC)CCCC (tetrabutylammonium hydroxide). The solvent is O (water), CC(C)O (2-propanol). The product is CP([O-])(=O)C.C(CCC)[N+](CCCC)(CCCC)CCCC (Tetrabutylammonium Dimethylphosphinate). Reaction SMILES: [CH3:1][P:2]([CH3:5])(=[O:4])[OH:3].[OH-].[CH2:7]([N+:11]([CH2:20][CH2:21][CH2:22][CH3:23])([CH2:16][CH2:17][CH2:18][CH3:19])[CH2:12][CH2:13][CH2:14][CH3:15])[CH2:8][CH2:9][CH3:10]>O.CC(O)C>[CH3:1][P:2]([CH3:5])(=[O:3])[O-:4].[CH2:20]([N+:11]([CH2:7][CH2:8][CH2:9][CH3:10])([CH2:12][CH2:13][CH2:14][CH3:15])[CH2:16][CH2:17][CH2:18][CH3:19])[CH2:21][CH2:22][CH3:23] |f:1.2,5.6|. Procedure details: To a flask were added 1.0 g dimethylphosphinic acid, 4.5 g of a 55-60% solution of tetrabutylammonium hydroxide in water and 20 ml 2-propanol. After heating to 50 C under nitrogen for 1 hour, the solvent was removed and another 20 ml of 2-propanol were added and removed by distillation under reduced pressure. After drying, a yellow partially solidified product was obtained. The reactants are Cc1cc(N2CC(CNC(=O)c3ccc(Cl)s3)OC2=O)cc(C)c1-n1cccc(CCO[Si](c2ccccc2)(c2ccccc2)C(C)(C)C)c1=O, C1CCOC1, CCCC[N+](CCCC)(CCCC)CCCC, [F-]. Product: Cc1cc(N2CC(CNC(=O)c3ccc(Cl)s3)OC2=O)cc(C)c1-n1cccc(CCO)c1=O. RXN SMILES: [C:1]([Si:2]([c:3]1[cH:4][cH:5][cH:40][cH:41][cH:42]1)([O:6][CH2:7][CH2:8][c:9]1[c:10](=[O:39])[n:11](-[c:15]2[c:16]([CH3:38])[cH:17][c:18]([N:22]3[C:23](=[O:37])[O:24][CH:25]([CH2:27][NH:28][C:29](=[O:30])[c:31]4[s:32][c:33]([Cl:36])[cH:34][cH:35]4)[CH2:26]3)[cH:19][c:20]2[CH3:21])[cH:12][cH:13][cH:14]1)[c:43]1[cH:44][cH:45][cH:46][cH:47][cH:48]1)([CH3:49])([CH3:50])[CH3:51].[CH2:70]1[O:71][CH2:72][CH2:73][CH2:74]1.[CH3:53][CH2:54][CH2:55][CH2:56][N+:57]([CH2:58][CH2:59][CH2:60][CH3:61])([CH2:62][CH2:63][CH2:64][CH3:65])[CH2:66][CH2:67][CH2:68][CH3:69].[F-:52]>>[OH:6][CH2:7][CH2:8][c:9]1[c:10](=[O:39])[n:11](-[c:15]2[c:16]([CH3:38])[cH:17][c:18]([N:22]3[C:23](=[O:37])[O:24][CH:25]([CH2:27][NH:28][C:29](=[O:30])[c:31]4[s:32][c:33]([Cl:36])[cH:34][cH:35]4)[CH2:26]3)[cH:19][c:20]2[CH3:21])[cH:12][cH:13][cH:14]1.